From a dataset of the Open Reaction Database (ORD), a public repository of structured organic reaction records. describe an organic reaction: reactants, conditions, products, and yield The reactants are NC1=C(C(=O)C2=CC=CC=C2)C=CC(=C1)OC (2-amino-4-methoxybenzophenone), C(C)C(C(=O)[O-])(C(=O)[O-])CC (diethylmalonate), 1,8-diazabicyclo[5,2,0]-undeca-7-en, C(C)O (ethanol). Conditions: temperature 160 celsius. Product: C(C)OC(=O)C=1C(NC2=CC(=CC=C2C1C1=CC=CC=C1)OC)=O (1,2-dihydro-7-methoxy-4-phenyl-2-oxo-3-quinoline carboxylic acid ethyl ester). The yield is 90.2%. Reaction SMILES: [NH2:1][C:2]1[CH:15]=[C:14]([O:16][CH3:17])[CH:13]=[CH:12][C:3]=1[C:4]([C:6]1[CH:11]=[CH:10][CH:9]=[CH:8][CH:7]=1)=O.C([C:20](CC)([C:24]([O-:26])=[O:25])[C:21]([O-:23])=O)C.[CH2:29](O)[CH3:30]>>[CH2:29]([O:26][C:24]([C:20]1[C:21](=[O:23])[NH:1][C:2]2[C:3]([C:4]=1[C:6]1[CH:11]=[CH:10][CH:9]=[CH:8][CH:7]=1)=[CH:12][CH:13]=[C:14]([O:16][CH3:17])[CH:15]=2)=[O:25])[CH3:30]. Reported procedure: A mixture of 2-amino-4-methoxybenzophenone (20 g, 88 mmol), diethylmalonate (26.7 ml, 176 mmol), 1,8-diazabicyclo[5,2,0]-undeca-7-en (DBU) (0.66 ml, 4.4 mmol) was stirred with heat at 160° C. for 2 hours. The reaction mixture was cooled by air. To the cooled mixture was added ethanol (30 ml) to obtain a precipitated crystal by filtration. The crystal obtained was washed with ethanol to give 25.7 g (yield: 90.2%) of the title compound.